Dataset: the Open Reaction Database (ORD), a public repository of structured organic reaction records. Task: describe an organic reaction: reactants, conditions, products, and yield Reported procedure: In a similar manner to Example 1, methyl 4-bromoacetylphenoxyacetate (1.23 g), a 1:1 mixture containing 4-(1-piperazinyl)quinoline and 4-(1-piperazinyl)-5,6,7,8-tetrahydroquinoline (1.84 g) and acetonitrile (56 ml) yielded, after stirring at room temperature overnight, filtration and evaporation of the filtrate, an orange/brown oily residue which was purified by flash chromatography, first on neutral alumina by elution with 5% v/v methanol/dichloromethane, then on silica by elution with methanol... The reactants are BrCC(=O)C1=CC=C(OCC(=O)OC)C=C1 (methyl 4-bromoacetylphenoxyacetate), N1(CCNCC1)C1=CC=NC2=CC=CC=C12 (4-(1-piperazinyl)quinoline), N1(CCNCC1)C1=CC=NC=2CCCCC12 (4-(1-piperazinyl)-5,6,7,8-tetrahydroquinoline). Solvent: C(C)#N (acetonitrile). Run at time 8 hour. The product is N1=CC=C(C=2CCCCC12)N1CCN(CC1)CC(=O)C1=CC=C(OCC(=O)OC)C=C1 (Methyl 4-[2-[4-(5,6,7,8-tetrahydro-4-quinolinyl)piperazin-1-yl]acetyl]phenoxyacetate). RXN SMILES: Br[CH2:2][C:3]([C:5]1[CH:16]=[CH:15][C:8]([O:9][CH2:10][C:11]([O:13][CH3:14])=[O:12])=[CH:7][CH:6]=1)=[O:4].[N:17]1([C:23]2[C:32]3[C:27](=[CH:28][CH:29]=[CH:30][CH:31]=3)[N:26]=[CH:25][CH:24]=2)[CH2:22][CH2:21][NH:20][CH2:19][CH2:18]1.N1(C2C3CCCCC=3N=CC=2)CCNCC1>C(#N)C>[N:26]1[C:27]2[CH2:28][CH2:29][CH2:30][CH2:31][C:32]=2[C:23]([N:17]2[CH2:18][CH2:19][N:20]([CH2:2][C:3]([C:5]3[CH:16]=[CH:15][C:8]([O:9][CH2:10][C:11]([O:13][CH3:14])=[O:12])=[CH:7][CH:6]=3)=[O:4])[CH2:21][CH2:22]2)=[CH:24][CH:25]=1. The reactants are ice, [N+](=O)(O)[O-] (nitric acid), CC1=CC=C(C=2OCOCC21)C (5,8-dimethyl-1,3-benzodioxane), CC(=O)OCC1=C2C=CC=CC2=C(C3=CC=CC=C31)COC(=O)C (acetic). The solvent is C(C)(=O)OC(C)=O (acetic anhydride). Reaction conditions: time 15 minute. The product is [N+](=O)([O-])C1=C(C2=C(OCCO2)C(=C1)C)C (6-nitro-5,8-dimethyl-1,4-benzodioxane). Reaction SMILES: [N+:1]([O-:4])(O)=[O:2].[CH3:5][C:6]1[C:15]2CO[CH2:12][O:11][C:10]=2[C:9]([CH3:16])=[CH:8][CH:7]=1.C[C:18](OCC1C2C(=CC=CC=2)C(COC(C)=O)=C2C=1C=CC=C2)=[O:19]>C(OC(=O)C)(=O)C>[N+:1]([C:7]1[CH:8]=[C:9]([CH3:16])[C:10]2[O:11][CH2:12][CH2:18][O:19][C:15]=2[C:6]=1[CH3:5])([O-:4])=[O:2]. Procedure: A solution of 1.12 mL of concentrated nitric acid in 20 mL of acetic arthydride is added dropwise to a stirred solution of 2.90 g of 5,8-dimethyl-1,3-benzodioxane in 70 mL of acetic anhydride at -5° C. After 15 minutes, the mixture is poured over 100 g of crushed ice and allowed to stir for 30 minutes as a white precipitate falls out of solution. The solid is filtered and taken up in ether, dried over magnesium sulfate and concentrated under reduced pressure to afford 3.1 g of 6-nitro-5,8-dimeth... Starting materials: O=C([O-])O, Cc1ccc2c3c(ccc2n1)OCC(COS(=O)(=O)c1ccc(Br)cc1)O3, COc1ccc2nc(N3CCNCC3)ccc2c1, CS(C)=O, [Na+]. Yields the product COc1ccc2nc(N3CCN(CC4COc5ccc6nc(C)ccc6c5O4)CC3)ccc2c1. RXN SMILES: [C:46](=[O:47])([OH:48])[O-:49].[CH3:19][c:20]1[n:21][c:22]2[cH:23][cH:24][c:25]3[c:26]([c:27]2[cH:28][cH:29]1)[O:30][CH:31]([CH2:34][O:35][S:36]([c:37]1[cH:38][cH:39][c:40]([Br:41])[cH:42][cH:43]1)(=[O:44])=[O:45])[CH2:32][O:33]3.[CH3:1][O:2][c:3]1[cH:4][c:5]2[cH:6][cH:7][c:8]([N:13]3[CH2:14][CH2:15][NH:16][CH2:17][CH2:18]3)[n:9][c:10]2[cH:11][cH:12]1.[CH3:51][S:52]([CH3:53])=[O:54].[Na+:50]>>[CH3:1][O:2][c:3]1[cH:4][c:5]2[cH:6][cH:7][c:8]([N:13]3[CH2:14][CH2:15][N:16]([CH2:34][CH:31]4[O:30][c:26]5[c:25]([cH:24][cH:23][c:22]6[n:21][c:20]([CH3:19])[cH:29][cH:28][c:27]65)[O:33][CH2:32]4)[CH2:17][CH2:18]3)[n:9][c:10]2[cH:11][cH:12]1. The reactants are N1C(=NC=C1)CC1CCNCC1 (4-(1H-imidazol-2-yl-methyl)piperidine), COC(N(C)C)OC (dimethylformamide dimethylacetal). Solvent: CO (methanol). Product: COC(N1CCC(CC1)CC=1NC=CN1)OC (4-(1H-imidazol-2-yl-methyl)piperidine carboxaldehyde dimethylacetal). Reaction SMILES: [NH:1]1[CH:5]=[CH:4][N:3]=[C:2]1[CH2:6][CH:7]1[CH2:12][CH2:11][NH:10][CH2:9][CH2:8]1.[CH3:13][O:14][CH:15]([O:19][CH3:20])N(C)C>CO>[CH3:13][O:14][CH:15]([O:19][CH3:20])[N:10]1[CH2:11][CH2:12][CH:7]([CH2:6][C:2]2[NH:1][CH:5]=[CH:4][N:3]=2)[CH2:8][CH2:9]1. Reported procedure: The free base of 4-(1H-imidazol-2-yl-methyl)piperidine (1.0 g, 0.006M) and dimethylformamide dimethylacetal (15 ml) in methanol (20 ml) were heated at 90° C. for 8 hrs. The excess of dimethylformamide dimethylacetal was removed at the reduced pressure to give 4-(1H-imidazol-2-yl-methyl)piperidine carboxaldehyde dimethylacetal. To the mixture of 6-aminopenicillanic acid (1.16 g, 0.0054M) and diisopropyl ethylamine (0.96 ml) in dry chloroform (20 ml) was added the solution (10 ml CHCl3 and 2 ml Me... The reactants are C(C1=CC=CC=C1)OC=1C=C2C(=NN(C2=CC1)CC=1C=CC2=C(C=C(O2)C=2SC=C(N2)C(C)(C)C)C1)C(=O)N (5-Benzyloxy-1-{[2-(4-tert-butylthiazol-2-yl)benzofuran-5-yl]methyl}-1H-indazole-3-carboxamide), solution. Solvent: ClCCl (dichloromethane). Reaction conditions: time 1.5 hour. The product is C(C)(C)(C)C=1N=C(SC1)C=1OC2=C(C1)C=C(C=C2)CN2N=C(C1=CC(=CC=C21)O)C(=O)N (1-{[2-(4-tert-butylthiazol-2-yl)benzofuran-5-yl]methyl}-5-hydroxy-1H-indazole-3-carboxamide). The yield is 78.8%. Reaction SMILES: C([O:8][C:9]1[CH:10]=[C:11]2[C:15](=[CH:16][CH:17]=1)[N:14]([CH2:18][C:19]1[CH:20]=[CH:21][C:22]3[O:26][C:25]([C:27]4[S:28][CH:29]=[C:30]([C:32]([CH3:35])([CH3:34])[CH3:33])[N:31]=4)=[CH:24][C:23]=3[CH:36]=1)[N:13]=[C:12]2[C:37]([NH2:39])=[O:38])C1C=CC=CC=1>ClCCl>[C:32]([C:30]1[N:31]=[C:27]([C:25]2[O:26][C:22]3[CH:21]=[CH:20][C:19]([CH2:18][N:14]4[C:15]5[C:11](=[CH:10][C:9]([OH:8])=[CH:17][CH:16]=5)[C:12]([C:37]([NH2:39])=[O:38])=[N:13]4)=[CH:36][C:23]=3[CH:24]=2)[S:28][CH:29]=1)([CH3:35])([CH3:33])[CH3:34]. Procedure details: 5-Benzyloxy-1-{[2-(4-tert-butylthiazol-2-yl)benzofuran-5-yl]methyl}-1H-indazole-3-carboxamide (0.122 g) was added to a solution (1 M) of borontribromide in dichloromethane (0.57 ml) under ice-cooling and then the mixture was stirred at room temperature for 1.5 hours. The mixture was concentrated under reduced pressure and the residue was partitioned between aqueous sodium hydrogen carbonate solution and ethyl acetate. The organic layer was separated, dried over magnesium sulfate and concentrated... Reported procedure: 6-Bromo-1H-indol-4-amine (500 mg, 1.97 mmol) was treated with 4-methoxybenzene-1-sulfonyl chloride (446 mg, 2.16 mmol) according to the method described in Preparation 15b to give 890 mg (100% yield) of the title compound. Purity 87%. Yield: 118.5%. Yields the product BrC1=CC(=C2C=CNC2=C1)NS(=O)(=O)C1=CC=C(C=C1)OC (N-(6-Bromo-1H-indol-4-yl)-4-methoxybenzenesulfonamide). Starting materials: BrC=1C=C(C=2C=CNC2C1)N (6-Bromo-1H-indol-4-amine), COC1=CC=C(C=C1)S(=O)(=O)Cl (4-methoxybenzene-1-sulfonyl chloride), 15b. Reaction SMILES: [Br:1][C:2]1[CH:3]=[C:4]([NH2:11])[C:5]2[CH:6]=[CH:7][NH:8][C:9]=2[CH:10]=1.[CH3:12][O:13][C:14]1[CH:19]=[CH:18][C:17]([S:20](Cl)(=[O:22])=[O:21])=[CH:16][CH:15]=1>>[Br:1][C:2]1[CH:10]=[C:9]2[C:5]([CH:6]=[CH:7][NH:8]2)=[C:4]([NH:11][S:20]([C:17]2[CH:16]=[CH:15][C:14]([O:13][CH3:12])=[CH:19][CH:18]=2)(=[O:22])=[O:21])[CH:3]=1. The reactants are C1CCOC1, COC(=O)c1cccc(Cc2ccc(CNc3ccc(C(C)=O)c(O)c3C)cc2)c1, [Li+], [OH-], O, O. Yields the product CC(=O)c1ccc(NCc2ccc(Cc3cccc(C(=O)O)c3)cc2)c(C)c1O. As a reaction SMILES: [CH2:34]1[O:35][CH2:36][CH2:37][CH2:38]1.[CH3:1][O:2][C:3]([c:4]1[cH:5][c:6]([CH2:10][c:11]2[cH:12][cH:13][c:14]([CH2:17][NH:18][c:19]3[c:20]([CH3:29])[c:21]([OH:28])[c:22]([C:25]([CH3:26])=[O:27])[cH:23][cH:24]3)[cH:15][cH:16]2)[cH:7][cH:8][cH:9]1)=[O:30].[Li+:32].[OH-:31].[OH2:33].[OH2:39]>>[O:2]=[C:3]([c:4]1[cH:5][c:6]([CH2:10][c:11]2[cH:12][cH:13][c:14]([CH2:17][NH:18][c:19]3[c:20]([CH3:29])[c:21]([OH:28])[c:22]([C:25]([CH3:26])=[O:27])[cH:23][cH:24]3)[cH:15][cH:16]2)[cH:7][cH:8][cH:9]1)[OH:30]. Starting materials: II (Iodine), C1(=C(C=CC=C1)N(C1=C(C=CC=C1)C)C1=CC=C(CO)C=C1)C (4-(N,N-di-tolylamino)-benzyl alcohol), C(C)OP(OCC)OCC (triethylphosphite). Run at temperature 25 celsius, time 2 hour. Product: C1(=C(C=CC=C1)N(C1=C(C=CC=C1)C)C1=CC=C(CP(OCC)(OCC)=O)C=C1)C (diethyl 4-(N,N-di-tolylamino)-benzylphosphonate). RXN SMILES: II.[C:3]1([CH3:25])[CH:8]=[CH:7][CH:6]=[CH:5][C:4]=1[N:9]([C:17]1[CH:24]=[CH:23][C:20]([CH2:21]O)=[CH:19][CH:18]=1)[C:10]1[CH:15]=[CH:14][CH:13]=[CH:12][C:11]=1[CH3:16].C([O:28][P:29]([O:33][CH2:34][CH3:35])[O:30][CH2:31][CH3:32])C>>[C:3]1([CH3:25])[CH:8]=[CH:7][CH:6]=[CH:5][C:4]=1[N:9]([C:17]1[CH:24]=[CH:23][C:20]([CH2:21][P:29](=[O:28])([O:30][CH2:31][CH3:32])[O:33][CH2:34][CH3:35])=[CH:19][CH:18]=1)[C:10]1[CH:15]=[CH:14][CH:13]=[CH:12][C:11]=1[CH3:16]. Procedure: Iodine (6.6 mmol) was added to a mixture of 4-(N,N-di-tolylamino)-benzyl alcohol (6.6 mmol) and triethylphosphite (10 mL) at 0° C. The reaction was allowed to warm to 25° C. and stirred for two hours. Excess triethylphosphite was distilled away from the reaction under reduced pressure, and the residue was partitioned between ether and water. The organic extracts were dried and concentrated to an oil, which was then purified by column chromatography to yield 1.6 g of diethyl 4-(N,N-di-tolylamino)...